From a dataset of the Open Reaction Database (ORD), a public repository of structured organic reaction records. describe an organic reaction: reactants, conditions, products, and yield Starting materials: BrC1=C(C(=C(S1)C=1NC(=CN1)C(=O)OC)C1=C(C=C(C=C1)Cl)Cl)C#N (Methyl 2-[5-bromo-4-cyano-3-(2,4-dichlorophenyl)-2-thienyl]-1H-imidazole-5-carboxylate), C[Sn](C1=CC(=NC=C1)NC(C)=O)(C)C (N-[4-(trimethylstannyl)pyridin-2-yl]acetamide), [Cl-].[Li+] (lithium chloride). The reagents and catalysts are [Cu]I (copper(I) iodide), C=1C=CC(=CC1)[P](C=2C=CC=CC2)(C=3C=CC=CC3)[Pd]([P](C=4C=CC=CC4)(C=5C=CC=CC5)C=6C=CC=CC6)([P](C=7C=CC=CC7)(C=8C=CC=CC8)C=9C=CC=CC9)[P](C=1C=CC=CC1)(C=1C=CC=CC1)C=1C=CC=CC1 (tetrakis(triphenylphosphine)palladium(0)). The solvent is O1CCOCC1 (dioxane). Run at temperature 110 celsius. The product is C(C)(=O)NC1=NC=CC(=C1)C1=C(C(=C(S1)C=1NC(=CN1)C(=O)OC)C1=C(C=C(C=C1)Cl)Cl)C#N (Methyl 2-[5-[2-(acetylamino)pyridin-4-yl]-4-cyano-3-(2,4-dichlorophenyl)-2-thienyl]-1H-imidazole-5-carboxylate). Yield: 10.3%. Reaction SMILES: Br[C:2]1[S:6][C:5]([C:7]2[NH:8][C:9]([C:12]([O:14][CH3:15])=[O:13])=[CH:10][N:11]=2)=[C:4]([C:16]2[CH:21]=[CH:20][C:19]([Cl:22])=[CH:18][C:17]=2[Cl:23])[C:3]=1[C:24]#[N:25].C[Sn](C)(C)[C:28]1[CH:33]=[CH:32][N:31]=[C:30]([NH:34][C:35](=[O:37])[CH3:36])[CH:29]=1.[Cl-].[Li+]>O1CCOCC1.[Cu]I.C1C=CC([P]([Pd]([P](C2C=CC=CC=2)(C2C=CC=CC=2)C2C=CC=CC=2)([P](C2C=CC=CC=2)(C2C=CC=CC=2)C2C=CC=CC=2)[P](C2C=CC=CC=2)(C2C=CC=CC=2)C2C=CC=CC=2)(C2C=CC=CC=2)C2C=CC=CC=2)=CC=1>[C:35]([NH:34][C:30]1[CH:29]=[C:28]([C:2]2[S:6][C:5]([C:7]3[NH:8][C:9]([C:12]([O:14][CH3:15])=[O:13])=[CH:10][N:11]=3)=[C:4]([C:16]3[CH:21]=[CH:20][C:19]([Cl:22])=[CH:18][C:17]=3[Cl:23])[C:3]=2[C:24]#[N:25])[CH:33]=[CH:32][N:31]=1)(=[O:37])[CH3:36] |f:2.3,^1:53,55,74,93|. Procedure details: Methyl 2-[5-bromo-4-cyano-3-(2,4-dichlorophenyl)-2-thienyl]-1H-imidazole-5-carboxylate (0.216 g, 0.472 mmol), N-[4-(trimethylstannyl)pyridin-2-yl]acetamide (0.170 g, 0.567 mmol), lithium chloride (0.0601 g, 1.42 mmol), copper(I) iodide (0.0270 g, 0.142 mmol) and tetrakis(triphenylphosphine)palladium(0) (0.0273 g, 0.0236 mmol) were combined in dioxane (10 mL) under an atmosphere of Argon. The solution was heated at 110° C. for 3 hours. The solvent was evaporated, and column chromatography was per... Starting materials: NC1=CC(=NC(=C1C#N)OCCOC)N (4,6-diamino-2-(2-methoxy-ethoxy)-nicotinonitrile), NC1=CC(=NC(=C1C#N)OC(C)C)NC(CC1=C(C=CC(=C1)OC)OC)=O (N-(4-amino-5-cyano-6-isopropoxypyridin-2-yl)-2-(2,5-dimethoxyphenyl)acetamide). Run in N1=CC=CC=C1 (pyridine), C(Cl)Cl (CH2Cl2), O (water). Reaction conditions: time 10 minute. Product: NC1=CC(=NC(=C1C#N)OCCOC)NC(CC1=C(C=CC(=C1)OC)OC)=O (N-[4-amino-5-cyano-6-(2-methoxyethoxy)pyridin-2-yl]-2-(2,5-dimethoxyphenyl)acetamide). Yield: 38.8%. As a reaction SMILES: [NH2:1][C:2]1[C:7]([C:8]#[N:9])=[C:6]([O:10][CH2:11][CH2:12][O:13][CH3:14])[N:5]=[C:4]([NH2:15])[CH:3]=1.NC1C(C#N)=C(OC(C)C)N=C(N[C:30](=[O:42])[CH2:31][C:32]2[CH:37]=[C:36]([O:38][CH3:39])[CH:35]=[CH:34][C:33]=2[O:40][CH3:41])C=1>N1C=CC=CC=1.C(Cl)Cl.O>[NH2:1][C:2]1[C:7]([C:8]#[N:9])=[C:6]([O:10][CH2:11][CH2:12][O:13][CH3:14])[N:5]=[C:4]([NH:15][C:30](=[O:42])[CH2:31][C:32]2[CH:37]=[C:36]([O:38][CH3:39])[CH:35]=[CH:34][C:33]=2[O:40][CH3:41])[CH:3]=1. Procedure: To a solution of 42 mg (0.20 mmol) of 4,6-diamino-2-(2-methoxy-ethoxy)-nicotinonitrile in 0.2 mL of pyridine and 1 mL of CH2Cl2 was added 75 mg (0.35 mmol) of 2,5-dimethoxyphenylacetyl chloride (Example 60B). The mixture was stirred at ambient temperature for 10 minutes then diluted with 1 mL of water and concentrated under reduced pressure. The residue was dissolved in 1 mL of ethyl acetate, then extracted with water (1×10 mL), 1M HCl(aq.) (2×5 mL), saturated NaHCO3(aq.) (2×5 mL), and brine (1×... Reactants: O=C(O)Cn1c(=O)c(=O)[nH]c2ccccc21, CC(=O)OC(C)=O, CC(=O)O, O=[N+]([O-])O. Yields the product O=C(O)Cn1c(=O)c(=O)[nH]c2ccc([N+](=O)[O-])cc21. Reaction SMILES: [C:1](=[O:2])([OH:3])[CH2:4][n:5]1[c:6](=[O:16])[c:7](=[O:15])[nH:8][c:9]2[cH:10][cH:11][cH:12][cH:13][c:14]12.[CH3:21][C:22]([O:23][C:24](=[O:25])[CH3:26])=[O:27].[CH3:28][C:29](=[O:30])[OH:31].[OH:17][N+:18]([O-:19])=[O:20]>>[C:1](=[O:2])([OH:3])[CH2:4][n:5]1[c:6](=[O:16])[c:7](=[O:15])[nH:8][c:9]2[cH:10][cH:11][c:12]([N+:18](=[O:17])[O-:19])[cH:13][c:14]12. The reactants are FC(C=1C(=NC=CC1)C1CCN(CC1)C(=O)OC(C)(C)C)(F)F (tert-butyl 4-(3-(trifluoromethyl)pyridin-2-yl)piperidine-1-carboxylate), FC(C(=O)O)(F)F (trifluoroacetic acid), C([O-])(O)=O.[Na+] (sodium bicarbonate). Run in ClCCl (dichloromethane). As a reaction SMILES: [F:1][C:2]([F:23])([F:22])[C:3]1[C:4]([CH:9]2[CH2:14][CH2:13][N:12](C(OC(C)(C)C)=O)[CH2:11][CH2:10]2)=[N:5][CH:6]=[CH:7][CH:8]=1.FC(F)(F)C(O)=O.C(=O)(O)[O-].[Na+]>ClCCl>[NH:12]1[CH2:11][CH2:10][CH:9]([C:4]2[C:3]([C:2]([F:23])([F:1])[F:22])=[CH:8][CH:7]=[CH:6][N:5]=2)[CH2:14][CH2:13]1 |f:2.3|. Product: N1CCC(CC1)C1=NC=CC=C1C(F)(F)F (2-(Piperidin-4-yl)-3-(trifluoromethyl)pyridine). Run at temperature 0 celsius. Procedure: Into a 50-mL round-bottom flask, was placed a solution of tert-butyl 4-(3-(trifluoromethyl)pyridin-2-yl)piperidine-1-carboxylate (379.8 mg, 1.10 mmol, 1.00 equiv, 96%) in dichloromethane (10 mL). This was followed by the addition of trifluoroacetic acid (5 mL) dropwise with stirring at 0° C. The resulting solution was stirred for 3 h at room temperature. The pH value of the solution was adjusted to 8-9 with sat sodium bicarbonate. The resulting solution was extracted with 6×50 mL of dichlorometh... The reactants are [BH4-], COC(=O)c1ccc(N=Cc2ccc(Cl)c(Cl)c2)cn1, CC(=O)O, CN(C)C=O, CO, Cl, [Na+], O. Product: COC(=O)c1ccc(NCc2ccc(Cl)c(Cl)c2)cn1. Reaction SMILES: [BH4-:21].[CH3:1][O:2][C:3](=[O:4])[c:5]1[n:6][cH:7][c:8]([N:11]=[CH:12][c:13]2[cH:14][c:15]([Cl:20])[c:16]([Cl:19])[cH:17][cH:18]2)[cH:9][cH:10]1.[CH3:23][C:24](=[O:25])[OH:26].[CH3:28][N:29]([CH3:30])[CH:31]=[O:32].[CH3:33][OH:34].[ClH:27].[Na+:22].[OH2:35]>>[CH3:1][O:2][C:3](=[O:4])[c:5]1[n:6][cH:7][c:8]([NH:11][CH2:12][c:13]2[cH:14][c:15]([Cl:20])[c:16]([Cl:19])[cH:17][cH:18]2)[cH:9][cH:10]1. Starting materials: C(C)(C)(C)[Si](C)(C)Cl (tert-Butylchlorodimethylsilane), S1C=C(C=C1)CCO (2-(thiophen-3-yl)ethanol), N1C=NC=C1 (1H-imidazole). The solvent is CN(C)C=O (DMF), C(C)(=O)OCC (ethyl acetate). Conditions: time 16 hour. Product: C(C)(C)(C)[Si](OCCC1=CSC=C1)(C)C (tert-Butyldimethyl(2-(thiophen-3-yl)ethoxy)silane). RXN SMILES: [C:1]([Si:5](Cl)([CH3:7])[CH3:6])([CH3:4])([CH3:3])[CH3:2].[S:9]1[CH:13]=[CH:12][C:11]([CH2:14][CH2:15][OH:16])=[CH:10]1.N1C=CN=C1>CN(C=O)C.C(OCC)(=O)C>[C:1]([Si:5]([CH3:7])([CH3:6])[O:16][CH2:15][CH2:14][C:11]1[CH:12]=[CH:13][S:9][CH:10]=1)([CH3:4])([CH3:3])[CH3:2]. Procedure details: tert-Butylchlorodimethylsilane (3.88 g) was added to a stirred solution of 2-(thiophen-3-yl)ethanol (3.00 g) and 1H-imidazole (4.78 g) in DMF (30 mL) cooled in ice bath. After 16 h, the reaction mixture was diluted with ethyl acetate (300 mL), washed with water (3×150 mL) and evaporated in vacuo. Purification was by silica gel chromatography eluting with isohexane and then 1:5 ethyl acetate:isohexane, to collect the subtitled compound as an oil. Yield 5.2 g. Reactants: FC(C(=O)O)(F)F (Trifluoroacetic acid), C(C)(C)(C)OC(CCN(C)CCC1C2=CC=CC=C2C=2C=CC=CC12)=O (3-{[2-(9H-fluoren-9-yl)-ethyl]-methyl-amino}-propionic acid tert-butyl ester), C(=O)(O)[O-].[Na+] (NaHCO3). Run in ClCCl (dichloromethane). Product: C1=CC=CC=2C3=CC=CC=C3C(C12)CCN(CCC(=O)O)C (3-{[2-(9H-fluoren-9-yl)-ethyl]-methyl-amino}-propionic acid). Isolated yield 119.0%. As a reaction SMILES: C([O:5][C:6](=[O:26])[CH2:7][CH2:8][N:9]([CH2:11][CH2:12][CH:13]1[C:25]2[CH:24]=[CH:23][CH:22]=[CH:21][C:20]=2[C:19]2[C:14]1=[CH:15][CH:16]=[CH:17][CH:18]=2)[CH3:10])(C)(C)C.FC(F)(F)C(O)=O.C([O-])(O)=O.[Na+]>ClCCl>[CH:15]1[C:14]2[CH:13]([CH2:12][CH2:11][N:9]([CH3:10])[CH2:8][CH2:7][C:6]([OH:26])=[O:5])[C:25]3[C:20](=[CH:21][CH:22]=[CH:23][CH:24]=3)[C:19]=2[CH:18]=[CH:17][CH:16]=1 |f:2.3|. Reported procedure: A solution of 3-{[2-(9H-fluoren-9-yl)-ethyl]-methyl-amino}-propionic acid tert-butyl ester (11.4 g) in 20 ml dichloromethane is cooled to 0°. Trifluoroacetic acid (20 ml) is added and the solution stirred at room temperature over night. To this mixture a 1 M aq. NaHCO3 solution (262 ml) is added dropwise under vigorous stirring. The phases are separated, the water phase acidified with 14 ml 2N HCl and extracted several times with dichloromethane. The combined extracts are dried over sodium sulfa... The reactants are CC(=O)O, C(=NC1CCCCC1)=NC1CCCCC1, ClC(Cl)Cl, Nc1nc2ccccc2n1-c1nc(N2CCOCC2)nc(N2CCOCC2)n1, O. The product is CC(=O)Nc1nc2ccccc2n1-c1nc(N2CCOCC2)nc(N2CCOCC2)n1. Reaction SMILES: [CH3:29][C:30]([OH:31])=[O:32].[CH:33]1([N:34]=[C:35]=[N:36][CH:37]2[CH2:38][CH2:39][CH2:40][CH2:41][CH2:42]2)[CH2:43][CH2:44][CH2:45][CH2:46][CH2:47]1.[CH:48]([Cl:49])([Cl:50])[Cl:51].[NH2:1][c:2]1[n:3][c:4]2[c:5]([n:6]1-[c:7]1[n:8][c:9]([N:19]3[CH2:20][CH2:21][O:22][CH2:23][CH2:24]3)[n:10][c:11]([N:13]3[CH2:14][CH2:15][O:16][CH2:17][CH2:18]3)[n:12]1)[cH:25][cH:26][cH:27][cH:28]2.[OH2:52]>>[NH:1]([c:2]1[n:3][c:4]2[c:5]([n:6]1-[c:7]1[n:8][c:9]([N:19]3[CH2:20][CH2:21][O:22][CH2:23][CH2:24]3)[n:10][c:11]([N:13]3[CH2:14][CH2:15][O:16][CH2:17][CH2:18]3)[n:12]1)[cH:25][cH:26][cH:27][cH:28]2)[C:30]([CH3:29])=[O:31]. Reactants: CC(C)(C)OC(=O)NC1CNCC12CC2, CS(C)=O, Cc1c(F)c(F)c(N)c2c(=O)c(C(=O)O)cn(C3CC3)c12, O. The product is Cc1c(N2CC(NC(=O)OC(C)(C)C)C3(CC3)C2)c(F)c(N)c2c(=O)c(C(=O)O)cn(C3CC3)c12. RXN SMILES: [C:22]([CH3:23])([CH3:24])([CH3:25])[O:26][C:27](=[O:28])[NH:29][CH:30]1[CH2:31][NH:32][CH2:33][C:34]12[CH2:35][CH2:36]2.[CH3:37][S:38](=[O:39])[CH3:40].[NH2:1][c:2]1[c:3]2[c:4](=[O:21])[c:5]([C:18](=[O:19])[OH:20])[cH:6][n:7]([CH:15]3[CH2:16][CH2:17]3)[c:8]2[c:9]([CH3:14])[c:10]([F:13])[c:11]1[F:12].[OH2:41]>>[NH2:1][c:2]1[c:3]2[c:4](=[O:21])[c:5]([C:18](=[O:19])[OH:20])[cH:6][n:7]([CH:15]3[CH2:16][CH2:17]3)[c:8]2[c:9]([CH3:14])[c:10]([N:32]2[CH2:31][CH:30]([NH:29][C:27]([O:26][C:22]([CH3:23])([CH3:24])[CH3:25])=[O:28])[C:34]3([CH2:33]2)[CH2:35][CH2:36]3)[c:11]1[F:12]. Reactants: CCOC(=O)CP(=O)(OCC)OCC, [H-], [Na+], CC(C)(C)OC(=O)N1CCC(=O)C1, C1CCOC1. Product: CCOC(=O)C=C1CCN(C(=O)OC(C)(C)C)C1. RXN SMILES: [CH2:3]([O:4][P:5]([O:6][CH2:7][CH3:8])(=[O:9])[CH2:11][C:12](=[O:13])[O:14][CH2:15][CH3:16])[CH3:10].[H-:2].[Na+:1].[O:17]=[C:18]1[CH2:19][N:20]([C:23](=[O:24])[O:25][C:26]([CH3:27])([CH3:28])[CH3:29])[CH2:21][CH2:22]1.[O:30]1[CH2:31][CH2:32][CH2:33][CH2:34]1>>[CH:11]([C:12](=[O:13])[O:14][CH2:15][CH3:16])=[C:18]1[CH2:19][N:20]([C:23](=[O:24])[O:25][C:26]([CH3:27])([CH3:28])[CH3:29])[CH2:21][CH2:22]1.